Task: describe an organic reaction: reactants, conditions, products, and yield. Dataset: the Open Reaction Database (ORD), a public repository of structured organic reaction records Starting materials: C(C1=CC=CC=C1)OCC1C(N(C2=C(N(C1=O)CC(=O)N(C1=CC=C(C=C1)OC)C(C)C)C=CC=C2)C2=CC=CC=C2)=O (2-[3-(Benzyloxymethyl)-2,4-dioxo-5-phenyl-2,3,4,5-tetrahydro-benzo[b][1,4]diazepin-1-yl]-N-isopropyl-N-(4-methoxy-phenyl)-acetamide). The reagents and catalysts are [Pd] (Pd/C). Solvent: [Cl-].[Na+].O.C(C)(=O)OCC (brine ethyl acetate). Reaction conditions: time 6 hour. The product is OCC1C(N(C2=C(N(C1=O)CC(=O)N(C1=CC=C(C=C1)OC)C(C)C)C=CC=C2)C2=CC=CC=C2)=O (2-(3-Hydroxymethyl-2,4-dioxo-5-phenyl-2,3,4,5-tetrahydro-benzo[b][1,4]diazepin-1-yl]-N-isopropyl-N-(4-methoxy-phenyl)-acetamide). The yield is 93.6%. RXN SMILES: C([O:8][CH2:9][CH:10]1[C:16](=[O:17])[N:15]([CH2:18][C:19]([N:21]([CH:30]([CH3:32])[CH3:31])[C:22]2[CH:27]=[CH:26][C:25]([O:28][CH3:29])=[CH:24][CH:23]=2)=[O:20])[C:14]2[CH:33]=[CH:34][CH:35]=[CH:36][C:13]=2[N:12]([C:37]2[CH:42]=[CH:41][CH:40]=[CH:39][CH:38]=2)[C:11]1=[O:43])C1C=CC=CC=1>[Cl-].[Na+].O.C(OCC)(=O)C.[Pd]>[OH:8][CH2:9][CH:10]1[C:16](=[O:17])[N:15]([CH2:18][C:19]([N:21]([CH:30]([CH3:32])[CH3:31])[C:22]2[CH:27]=[CH:26][C:25]([O:28][CH3:29])=[CH:24][CH:23]=2)=[O:20])[C:14]2[CH:33]=[CH:34][CH:35]=[CH:36][C:13]=2[N:12]([C:37]2[CH:38]=[CH:39][CH:40]=[CH:41][CH:42]=2)[C:11]1=[O:43] |f:1.2.3.4|. Procedure: To a stirring solution of 460 mg (0.80 mmol) of 2-[3-(Benzyloxymethyl)-2,4-dioxo-5-phenyl-2,3,4,5-tetrahydro-benzo[b][1,4]diazepin-1-yl]-N-isopropyl-N-(4-methoxy-phenyl)-acetamide in 10 mL of DMF/CHCl3 1/1 is added 200 mg of 10% Pd/C. The resulting mixture is stirred at RT over an atmosphere of H2 gas (balloon) for 6 h. The reaction mixture is filtered through a pad of Celite to remove the catalyst, rinsing with EtOAc. The filtrate is diluted further with 20 mL of EtOAc and extracted with H2O (2...